Task: describe an organic reaction: reactants, conditions, products, and yield. Dataset: the Open Reaction Database (ORD), a public repository of structured organic reaction records Isolated yield 60.2%. Procedure: To a solution of 2-[(3R)-12-[(4-[[(tert-butoxy)carbonyl]amino]-4-ethylcyclohexyl)oxy]-7-thia-9,11-diazatricyclo[6.4.0.0[2,6]]dodeca-1(8),2(6),9,11-tetraen-3-yl]acetic acid (100 mg, 0.21 mmol, 1.00 equiv) in 5 mL of distilled DMF was added HOBt (42.6 mg), EDCI (60 mg), 4-dimethylaminopyridine (38.2 mg) and NH4Cl (56 mg, 1.05 mmol, 4.98 equiv) successively and the resulting solution was stirred for 14 hr at 25° C. under nitrogen. The reaction was then quenched with water and extracted with 3×50 mL... Reactants: C(C)(C)(C)OC(=O)NC1(CCC(CC1)OC1=NC=NC=2SC=3CC[C@@H](C3C12)CC(=O)O)CC (2-[(3R)-12-[(4-[[(tert-butoxy)carbonyl]amino]-4-ethylcyclohexyl)oxy]-7-thia-9,11-diazatricyclo[6.4.0.0[2,6]]dodeca-1(8),2(6),9,11-tetraen-3-yl]acetic acid), C=1C=CC2=C(C1)N=NN2O (HOBt), CCN=C=NCCCN(C)C (EDCI), [NH4+].[Cl-] (NH4Cl). Reaction conditions: temperature 25 celsius, time 14 hour. As a reaction SMILES: [C:1]([O:5][C:6]([NH:8][C:9]1([CH2:32][CH3:33])[CH2:14][CH2:13][CH:12]([O:15][C:16]2[C:27]3[C:26]4[C@@H:25]([CH2:28][C:29]([OH:31])=O)[CH2:24][CH2:23][C:22]=4[S:21][C:20]=3[N:19]=[CH:18][N:17]=2)[CH2:11][CH2:10]1)=[O:7])([CH3:4])([CH3:3])[CH3:2].C1C=CC2N(O)N=[N:40]C=2C=1.CCN=C=NCCCN(C)C.[NH4+].[Cl-]>CN(C=O)C.CN(C)C1C=CN=CC=1>[C:29]([CH2:28][C@H:25]1[CH2:24][CH2:23][C:22]2[S:21][C:20]3[N:19]=[CH:18][N:17]=[C:16]([O:15][CH:12]4[CH2:13][CH2:14][C:9]([NH:8][C:6](=[O:7])[O:5][C:1]([CH3:2])([CH3:4])[CH3:3])([CH2:32][CH3:33])[CH2:10][CH2:11]4)[C:27]=3[C:26]1=2)(=[O:31])[NH2:40] |f:3.4|. The reagents and catalysts are CN(C1=CC=NC=C1)C (4-dimethylaminopyridine). Solvent: CN(C)C=O (DMF). Yields the product C(N)(=O)C[C@@H]1C=2C=3C(=NC=NC3SC2CC1)OC1CCC(CC1)(CC)NC(OC(C)(C)C)=O (tert-butyl N-(4-[[(3R)-3-(carbamoylmethyl)-7-thia-9,11-diazatricyclo[6.4.0.0[2,6]]dodeca-1(8),2(6),9,11-tetraen-12-yl]oxy]-1-ethylcyclohexyl)carbamate). Reactants: C(C)NC1CNS(C2=C1C=CS2)(=O)=O (3,4-dihydro-4-ethylamino-2H-thieno[3,2-e]-1,2-thiazine-1,1-dioxide), [H-].[Na+] (sodium hydride), BrCC(=O)OCC (ethyl bromoacetate). Solvent: CN(C=O)C (dimethylformamide), petroleum ether. Run at time 0.5 hour. Yields the product C(C)OC(=O)CN1S(C2=C(C(C1)NCC)C=CS2)(=O)=O (3,4-dihydro-2-ethoxycarbonylmethyl-4-ethylamino-2H-thieno[3,2-e]-1,2-thiazine-1,1-dioxide). Isolated yield 86.0%. Reaction SMILES: [H-].[Na+].[CH2:3]([NH:5][CH:6]1[C:11]2[CH:12]=[CH:13][S:14][C:10]=2[S:9](=[O:16])(=[O:15])[NH:8][CH2:7]1)[CH3:4].Br[CH2:18][C:19]([O:21][CH2:22][CH3:23])=[O:20]>CN(C)C=O>[CH2:22]([O:21][C:19]([CH2:18][N:8]1[CH2:7][CH:6]([NH:5][CH2:3][CH3:4])[C:11]2[CH:12]=[CH:13][S:14][C:10]=2[S:9]1(=[O:15])=[O:16])=[O:20])[CH3:23] |f:0.1|. Procedure details: Under a nitrogen atmosphere, sodium hydride (0.44 g of 60% suspension in mineral oil, 0.011 mol) was washed free of mineral oil with petroleum ether. A solution of 3,4-dihydro-4-ethylamino-2H-thieno[3,2-e]-1,2-thiazine-1,1-dioxide (2.32 g, 0.01 mol) in dimethylformamide (10 ml) was added dropwise with stirring over 1/4 hr. Stirring was continued for another 1/2 hr in the cooling bath. Then ethyl bromoacetate (1.25 ml, 0.011 mol) was added and the mixture was stirred for 1/4 hr. with cooling and ... The reactants are O=C([O-])[O-], C=CCBr, CC#N, O=[N+]([O-])c1ccc(C2CCS(=O)(=O)NC2)c(F)c1, [K+], [K+]. The product is C=CCN1CC(c2ccc([N+](=O)[O-])cc2F)CCS1(=O)=O. Reaction SMILES: [C:1](=[O:2])([O-:3])[O-:4].[CH2:25]([CH:26]=[CH2:27])[Br:28].[CH3:29][C:30]#[N:31].[F:7][c:8]1[c:9]([CH:17]2[CH2:18][NH:19][S:20](=[O:23])(=[O:24])[CH2:21][CH2:22]2)[cH:10][cH:11][c:12]([N+:14](=[O:15])[O-:16])[cH:13]1.[K+:5].[K+:6]>>[F:7][c:8]1[c:9]([CH:17]2[CH2:18][N:19]([CH2:27][CH:26]=[CH2:25])[S:20](=[O:23])(=[O:24])[CH2:21][CH2:22]2)[cH:10][cH:11][c:12]([N+:14](=[O:15])[O-:16])[cH:13]1. The reactants are [Cl-].C(C)(C)C=1C=C(C=CC1)[C@H](CC)[NH3+] ((S)-1-(3-isopropylphenyl)propan-1-aminium chloride), C(C)(C)(C)OC(=O)C1=C(C=CC=C1)C1=CC=C(C=C1)CN1C(=C(C2=CC(=CC=C12)C(=O)O)C)C (1-((2′-(tert-butoxycarbonyl)-[1,1′-biphenyl]-4-yl)methyl)-2,3-dimethyl-1H-indole-5-carboxylic acid), C(C)(C)(C)OC(=O)C1=C(C=CC=C1)C1=CC=C(C=C1)CN1C(=C(C2=CC(=CC=C12)C(=O)O)C)C (1-((2′-(tert-butoxycarbonyl)-[1,1′-biphenyl]-4-yl)methyl)-2,3-dimethyl-1H-indole-5-carboxylic acid). The product is C(C)(C)C=1C=C(C=CC1)[C@H](CC)NC(=O)C=1C=C2C(=C(N(C2=CC1)CC1=CC=C(C=C1)C=1C(=CC=CC1)C(=O)O)C)C ((S)-4′-((5-((1-(3-isopropylphenyl)propyl)carbamoyl)-2,3-dimethyl-1H-indol-1-yl)methyl)-[1,1′-biphenyl]-2-carboxylic acid). Reaction SMILES: [Cl-].[CH:2]([C:5]1[CH:6]=[C:7]([C@@H:11]([NH3+:14])[CH2:12][CH3:13])[CH:8]=[CH:9][CH:10]=1)([CH3:4])[CH3:3].C([O:19][C:20]([C:22]1[CH:27]=[CH:26][CH:25]=[CH:24][C:23]=1[C:28]1[CH:33]=[CH:32][C:31]([CH2:34][N:35]2[C:43]3[C:38](=[CH:39][C:40]([C:44](O)=[O:45])=[CH:41][CH:42]=3)[C:37]([CH3:47])=[C:36]2[CH3:48])=[CH:30][CH:29]=1)=[O:21])(C)(C)C>>[CH:2]([C:5]1[CH:6]=[C:7]([C@@H:11]([NH:14][C:44]([C:40]2[CH:39]=[C:38]3[C:43](=[CH:42][CH:41]=2)[N:35]([CH2:34][C:31]2[CH:30]=[CH:29][C:28]([C:23]4[C:22]([C:20]([OH:21])=[O:19])=[CH:27][CH:26]=[CH:25][CH:24]=4)=[CH:33][CH:32]=2)[C:36]([CH3:48])=[C:37]3[CH3:47])=[O:45])[CH2:12][CH3:13])[CH:8]=[CH:9][CH:10]=1)([CH3:4])[CH3:3] |f:0.1|. Reported procedure: The title compound was prepared following the same general synthetic procedure as described in Steps 3-4, Example 2, starting with (S)-1-(3-isopropylphenyl)propan-1-aminium chloride and 1-((2′-(tert-butoxycarbonyl)-[1,1′-biphenyl]-4-yl)methyl)-2,3-dimethyl-1H-indole-5-carboxylic acid instead of (S)-1-(4-(tert-butyl)phenyl)ethanaminium chloride and 1-((2′-(tert-butoxycarbonyl)-[1,1′-biphenyl]-4-yl)methyl)-2,3-dimethyl-1H-indole-5-carboxylic acid. ESI-MS (m/z): 558 [M+1]+. The reactants are C(C)(C)(C)OC(=O)N1C[C@H]([C@@H](C1)CN(C(=O)OCC[Si](C)(C)C)C(C)C)CO ((3S,4S)-3-hydroxymethyl-4-{[isopropyl-(2-trimethylsilanyl-ethoxycarbonyl)-amino]-methyl}-pyrrolidine-1-carboxylic acid tert-butyl ester), CC(=O)OI1(C=2C=CC=CC2C(=O)O1)(OC(=O)C)OC(=O)C (Dess-Martin periodinane). Run in C(Cl)Cl (CH2Cl2), C(Cl)Cl (CH2Cl2), C(Cl)Cl (CH2Cl2). Conditions: time 8 hour. Yields the product C(C)(C)(C)OC(=O)N1C[C@H]([C@@H](C1)CN(C(=O)OCC[Si](C)(C)C)C(C)C)C=O ((3S,4S)-3-Formyl-4-{[isopropyl-(2-trimethylsilanyl-ethoxycarbonyl)-amino]-methyl}-pyrrolidine-1-carboxylic acid tert-butyl ester). RXN SMILES: [C:1]([O:5][C:6]([N:8]1[CH2:12][C@@H:11]([CH2:13][N:14]([CH:24]([CH3:26])[CH3:25])[C:15]([O:17][CH2:18][CH2:19][Si:20]([CH3:23])([CH3:22])[CH3:21])=[O:16])[C@H:10]([CH2:27][OH:28])[CH2:9]1)=[O:7])([CH3:4])([CH3:3])[CH3:2].CC(OI1(OC(C)=O)(OC(C)=O)OC(=O)C2C=CC=CC1=2)=O>C(Cl)Cl>[C:1]([O:5][C:6]([N:8]1[CH2:12][C@@H:11]([CH2:13][N:14]([CH:24]([CH3:25])[CH3:26])[C:15]([O:17][CH2:18][CH2:19][Si:20]([CH3:23])([CH3:22])[CH3:21])=[O:16])[C@H:10]([CH:27]=[O:28])[CH2:9]1)=[O:7])([CH3:3])([CH3:4])[CH3:2]. Reported procedure: To a well stirred mixture of (3S,4S)-3-hydroxymethyl-4-{[isopropyl-(2-trimethylsilanyl-ethoxycarbonyl)-amino]-methyl}-pyrrolidine-1-carboxylic acid tert-butyl ester (16.6 g, 39.8 mmol) and Dess-Martin periodinane (16.9 g, 39.8 mmol) in CH2Cl2 (110 mL), slowly wet CH2Cl2 (0.79 mL of water in 110 mL of CH2Cl2) is added. The clear solution becomes cloudy toward the end of wet CH2Cl2 addition and is further stirred overnight. Then concentrated to a few mL of solvent by rotary evaporation and taken u... The reactants are C(C)C=1C=CC=C2C1C(=O)OC(N2)=O (6-ethylisatoic acid anhydride), N1[C@H](C(=O)O)CCC1 (L-proline). The solvent is CS(=O)C (dimethyl sulphoxide). Product: C(C)C1=CC=CC2=C1C(N1[C@H](C(N2)=O)CCC1)=O ((S)-6-ethyl-1,2,3,11a-tetrahydro-5H-pyrrolo[2,1-c][1,4]benzodiazepine-5,11(10H)-dione). As a reaction SMILES: [CH2:1]([C:3]1[CH:4]=[CH:5][CH:6]=[C:7]2[NH:13][C:12](=[O:14])[O:11][C:9](=O)[C:8]=12)[CH3:2].[NH:15]1[CH2:22][CH2:21][CH2:20][C@H:16]1C(O)=O>CS(C)=O>[CH2:1]([C:3]1[C:8]2[C:9](=[O:11])[N:15]3[CH2:22][CH2:21][CH2:20][C@H:16]3[C:12](=[O:14])[NH:13][C:7]=2[CH:6]=[CH:5][CH:4]=1)[CH3:2]. Procedure: 7.65 g (0.04 mol) of 6-ethylisatoic acid anhydride and 4.6 g (0.04 mol) of L-proline are suspended in 40 ml of dimethyl sulphoxide, heated to 70° for 2.5 hours, the solvent is removed in a high vacuum and the oil obtained is heated to 170° for 15 minutes. The crude product is purified by chromatography on silica gel using chloroform for the elution. There is obtained amorphous (S)-6-ethyl-1,2,3,11a-tetrahydro-5H-pyrrolo[2,1-c][1,4]benzodiazepine-5,11(10H)-dione. Starting materials: BrC1=CC(=CC=2NC=NC21)Cl (4-Bromo-6-chloro-1H-benzo[d]imidazole), [H-].[Na+] (sodium hydride), C[Si](CCOCCl)(C)C (2-(trimethylsilyl)ethoxymethyl chloride), O (Water). Solvent: CN(C=O)C (N,N-dimethylformamide). Run at time 2 hour. Product: BrC1=CC(=CC=2N(C=NC21)COCC[Si](C)(C)C)Cl (4-Bromo-6-chloro-1-((2-(trimethylsilyl)ethoxy)methyl)-1H-benzo[d]imidazole). Yield: 77.4%. Reaction SMILES: [Br:1][C:2]1[C:10]2[N:9]=[CH:8][NH:7][C:6]=2[CH:5]=[C:4]([Cl:11])[CH:3]=1.[H-].[Na+].[CH3:14][Si:15]([CH3:22])([CH3:21])[CH2:16][CH2:17][O:18][CH2:19]Cl.O>CN(C)C=O>[Br:1][C:2]1[C:10]2[N:9]=[CH:8][N:7]([CH2:19][O:18][CH2:17][CH2:16][Si:15]([CH3:22])([CH3:21])[CH3:14])[C:6]=2[CH:5]=[C:4]([Cl:11])[CH:3]=1 |f:1.2|. Procedure details: To a solution of 4-bromo-6-chloro-1H-benzo[d]imidazole 109c (3.5 g, 15 mmol) in N,N-dimethylformamide (30 mL) was added sodium hydride (360 mg, 15 mmol) and 2-(trimethylsilyl)ethoxymethyl chloride (2.7 g, 16.5 mmol). The reaction was stirred at room temperature for 2 h. Water (100 mL) was added to quench the reaction. The mixture was extracted with ethyl acetate (3×80 mL). The combined organic phase was dried over anhydrous Na2SO4, filtered, and evaporated under reduced pressure to afford 116a a... Reactants: CC(C)(C)OC(=O)N1CCC(Br)CC1, COCCOC, [H-], [Na+], Sc1ccccn1. Product: CC(C)(C)OC(=O)N1CCC(Sc2ccccn2)CC1. As a reaction SMILES: [Br:10][CH:11]1[CH2:12][CH2:13][N:14]([C:17](=[O:18])[O:19][C:20]([CH3:21])([CH3:22])[CH3:23])[CH2:15][CH2:16]1.[CH2:24]([CH2:25][O:26][CH3:27])[O:28][CH3:29].[H-:1].[Na+:2].[n:3]1[c:4]([SH:9])[cH:5][cH:6][cH:7][cH:8]1>>[n:3]1[c:4]([S:9][CH:11]2[CH2:12][CH2:13][N:14]([C:17](=[O:18])[O:19][C:20]([CH3:21])([CH3:22])[CH3:23])[CH2:15][CH2:16]2)[cH:5][cH:6][cH:7][cH:8]1. Yields the product N1N=NC(=C1)SCC=1CS[C@H]2N(C1C(=O)O)C(C2NC(C(N)C2=CC(=CC=C2)NC(=O)N)=O)=O (3-(1,2,3-Triazol-4-ylthiomethyl)-7-(α-amino-m-ureidophenylacetamido)-3-cephem-4-carboxylic acid). Reactants: CC(=O)OCC1=C(N2[C@@H]([C@@H](C2=O)N)SC1)C(=O)O (7-ACA), SC=1N=NNC1 (4-mercapto-1,2,3-triazol), C(C)(C)(C)OC(=O)NC(C(=O)O)C1=CC(=CC=C1)NC(=O)N (α-t-butoxycarbonylamino-m-ureidophenylacetic acid). Procedure: When 7-ACA, 4-mercapto-1,2,3-triazol, and α-t-butoxycarbonylamino-m-ureidophenylacetic acid are reacted according to the procedure of Example 5 the title compound is obtained. Reaction SMILES: CC(O[CH2:5][C:6]1[CH2:15][S:14][C@@H:9]2[C@H:10]([NH2:13])[C:11](=[O:12])[N:8]2[C:7]=1[C:16]([OH:18])=[O:17])=O.[SH:19][C:20]1[N:21]=[N:22][NH:23][CH:24]=1.C(OC([NH:32][CH:33]([C:37]1[CH:42]=[CH:41][CH:40]=[C:39]([NH:43][C:44]([NH2:46])=[O:45])[CH:38]=1)[C:34](O)=[O:35])=O)(C)(C)C>>[NH:23]1[CH:24]=[C:20]([S:19][CH2:5][C:6]2[CH2:15][S:14][C@@H:9]3[CH:10]([NH:13][C:34](=[O:35])[CH:33]([C:37]4[CH:42]=[CH:41][CH:40]=[C:39]([NH:43][C:44]([NH2:46])=[O:45])[CH:38]=4)[NH2:32])[C:11](=[O:12])[N:8]3[C:7]=2[C:16]([OH:18])=[O:17])[N:21]=[N:22]1.